Dataset: the Open Reaction Database (ORD), a public repository of structured organic reaction records. Task: describe an organic reaction: reactants, conditions, products, and yield Reactants: C(CC)(=O)Cl (propionyl chloride), N1=CC=CC=C1 (pyridine), NC1=C(C=NN1C1=C(C=C(C=C1Cl)SC(F)(F)F)Cl)C#N (5-amino-4-cyano-1-(2,6-dichloro-4-trifluoromethylthio-phenyl)-pyrazole). Solvent: C(Cl)(Cl)Cl (chloroform), C(Cl)(Cl)Cl (chloroform). Run at time 20 hour. Product: C(CC)(=O)NC1=C(C=NN1C1=C(C=C(C=C1Cl)SC(F)(F)F)Cl)C#N (5-propionylamino-4-cyano-1-(2,6-dichloro-4-trifluoromethylthio-phenyl)-pyrazole). The yield is 83.1%. RXN SMILES: [C:1](Cl)(=[O:4])[CH2:2][CH3:3].N1C=CC=CC=1.[NH2:12][C:13]1[N:17]([C:18]2[C:23]([Cl:24])=[CH:22][C:21]([S:25][C:26]([F:29])([F:28])[F:27])=[CH:20][C:19]=2[Cl:30])[N:16]=[CH:15][C:14]=1[C:31]#[N:32]>C(Cl)(Cl)Cl>[C:1]([NH:12][C:13]1[N:17]([C:18]2[C:23]([Cl:24])=[CH:22][C:21]([S:25][C:26]([F:27])([F:28])[F:29])=[CH:20][C:19]=2[Cl:30])[N:16]=[CH:15][C:14]=1[C:31]#[N:32])(=[O:4])[CH2:2][CH3:3]. Procedure: First 10 ml (0.11 mole) of propionyl chloride and then 1.8 ml (0.02 mole) of pyridine in 15 ml of chloroform are added to a suspension of 3.5 g (0.01 mole) of 5-amino-4-cyano-1-(2,6-dichloro-4-trifluoromethylthio-phenyl)-pyrazole in 30 ml of chloroform at 0° C., with stirring. A clear solution is obtained, and, when the addition has ended, stirring is continued at room temperature for 20 hours. The solution thus obtained is evaporated to dryness. For working up, the residue is taken up in 50 ml ... The reactants are C1CCOC1, COC(=O)C1CC(=O)N(c2c(C)cccc2C)C1, C[Si](C)(C)[N-][Si](C)(C)C, [Cl-], CCI, [Li+], [NH4+]. Product: CCC1(C(=O)OC)CC(=O)N(c2c(C)cccc2C)C1. Reaction SMILES: [CH2:34]1[O:35][CH2:36][CH2:37][CH2:38]1.[CH3:11][O:12][C:13](=[O:14])[CH:15]1[CH2:16][N:17]([c:21]2[c:22]([CH3:28])[cH:23][cH:24][cH:25][c:26]2[CH3:27])[C:18](=[O:20])[CH2:19]1.[CH3:2][Si:3]([N-:4][Si:5]([CH3:6])([CH3:7])[CH3:8])([CH3:9])[CH3:10].[Cl-:32].[I:29][CH2:30][CH3:31].[Li+:1].[NH4+:33]>>[CH3:11][O:12][C:13](=[O:14])[C:15]1([CH2:30][CH3:31])[CH2:16][N:17]([c:21]2[c:22]([CH3:28])[cH:23][cH:24][cH:25][c:26]2[CH3:27])[C:18](=[O:20])[CH2:19]1. The reactants are C(CC)NS(=O)(=O)NC1=NC=CC=C1C(=O)OC (Methyl 2-(((n-propylamino)sulfonyl)amino)-3-pyridinecarboxylate), [OH-].[Na+] (sodium hydroxide). Run in O (water). Product: C(CC)N1C(C2=C(NS1(=O)=O)N=CC=C2)=O (3-n-propyl-1H-pyrido(2,3-c)(1,2,6)thiadiazin-4(3H)-one-2,2-dioxide). RXN SMILES: [CH2:1]([NH:4][S:5]([NH:8][C:9]1[C:14]([C:15]([O:17]C)=O)=[CH:13][CH:12]=[CH:11][N:10]=1)(=[O:7])=[O:6])[CH2:2][CH3:3].[OH-].[Na+]>O>[CH2:1]([N:4]1[S:5](=[O:7])(=[O:6])[NH:8][C:9]2[N:10]=[CH:11][CH:12]=[CH:13][C:14]=2[C:15]1=[O:17])[CH2:2][CH3:3] |f:1.2|. Procedure details: Methyl 2-(((n-propylamino)sulfonyl)amino)-3-pyridinecarboxylate (15.7 grams; 0.057 mole), 95 ml of water and 10.5 ml of 50 percent aqueous sodium hydroxide were mixed and the resulting reaction mixture stirred for about one and one-fourth hours at ambient temperatures. The reaction mixture was extracted with two - 50 ml portions of methylene chloride and one - 50 ml portion of ether to remove impurities. The aqueous layer was separated from the organic layer and acidified to a pH of about 4.5 wi... The reactants are ClCCN1CCN(CC1)S(=O)(=O)C (1-(2-chloroethyl)-4-(methylsulfonyl)piperazine), C1OCC12CNC2 (2-oxa-6-azaspiro[3.3]heptane). Product: ClCCN1CC2(COC2)C1 (6-(2-chloroethyl)-2-oxa-6-azaspiro[3.3]heptane), oil. The yield is 12.0%. As a reaction SMILES: [Cl:1][CH2:2][CH2:3][N:4]1[CH2:9][CH2:8]N(S(C)(=O)=O)C[CH2:5]1.[CH2:14]1C2(CNC2)[CH2:16][O:15]1>>[Cl:1][CH2:2][CH2:3][N:4]1[CH2:5][C:8]2([CH2:16][O:15][CH2:14]2)[CH2:9]1. Procedure details: The title compound was prepared following the method described above for the synthesis of 1-(2-chloroethyl)-4-(methylsulfonyl)piperazine using 2-oxa-6-azaspiro[3.3]heptane as the starting reagent. The product was isolated as colorless oil (10 mg, 12%). LCMS: m/e 162.15 (M+H)+, 0.87 min (method 10). Starting materials: CCCN=C=O, CN(C)c1ccccn1, Cc1cc(C(O)C(F)(F)F)c(C)c(Oc2c(C)cc(Cl)cc2C)n1, ClCCl. Yields the product CCCNC(=O)OC(c1cc(C)nc(Oc2c(C)cc(Cl)cc2C)c1C)C(F)(F)F. Reaction SMILES: [CH2:25]([CH2:26][CH3:27])[N:28]=[C:29]=[O:30].[CH3:31][N:32]([c:33]1[cH:34][cH:35][cH:36][cH:37][n:38]1)[CH3:39].[Cl:1][c:2]1[cH:3][c:4]([CH3:24])[c:5]([O:6][c:7]2[n:8][c:9]([CH3:20])[cH:10][c:11]([CH:14]([C:15]([F:16])([F:17])[F:18])[OH:19])[c:12]2[CH3:13])[c:21]([CH3:23])[cH:22]1.[Cl:40][CH2:41][Cl:42]>>[Cl:1][c:2]1[cH:3][c:4]([CH3:24])[c:5]([O:6][c:7]2[n:8][c:9]([CH3:20])[cH:10][c:11]([CH:14]([C:15]([F:16])([F:17])[F:18])[O:19][C:29]([NH:28][CH2:25][CH2:26][CH3:27])=[O:30])[c:12]2[CH3:13])[c:21]([CH3:23])[cH:22]1. Starting materials: ClC(C(=O)N=C=O)(Cl)Cl (trichloroacetyl isocyanate), BrC=1C=C2CCCNC2=NC1 (6-bromo-1,2,3,4-tetrahydro-[1,8]naphthyridine), [OH-].[K+] (KOH). The solvent is C(Cl)Cl (DCM). Conditions: temperature 0 celsius, time 1 hour. The product is BrC=1C=C2CCCN(C2=NC1)C(=O)N (6-Bromo-3,4-dihydro-2H-[1,8]naphthyridine-1-carboxylic acid amide). Yield: 96.3%. RXN SMILES: [Br:1][C:2]1[CH:3]=[C:4]2[C:9](=[N:10][CH:11]=1)[NH:8][CH2:7][CH2:6][CH2:5]2.ClC(Cl)(Cl)[C:14]([N:16]=C=O)=[O:15].[OH-].[K+]>C(Cl)Cl>[Br:1][C:2]1[CH:3]=[C:4]2[C:9](=[N:10][CH:11]=1)[N:8]([C:14]([NH2:16])=[O:15])[CH2:7][CH2:6][CH2:5]2 |f:2.3|. Reported procedure: To a cooled (0° C.) solution of 6-bromo-1,2,3,4-tetrahydro-[1,8]naphthyridine (6.4 g, 30.0 mmol) in DCM (75 mL) is added a trichloroacetyl isocyanate (3.8 mL, 31.5 mmol). After stirring for 1 h at 0° C., a solution of methanolic KOH (1M, 10 mL) is added. The resulting mixture is allowed to warm and stir at room temperature for 16 h. The reaction is concentrated and purified by silica gel column (0-100% EtOAc in heptane) to afford the title compound (7.4 g). The reactants are CO, [H][H], Cc1ccc(S(=O)(=O)N2CCC(NC(=O)OC(C)(C)C)=Cc3ccccc32)cc1. Product: Cc1ccc(S(=O)(=O)N2CCC(NC(=O)OC(C)(C)C)Cc3ccccc32)cc1. Reaction SMILES: [CH3:32][OH:33].[H:30][H:31].[S:1](=[O:2])(=[O:3])([c:4]1[cH:5][cH:6][c:7]([CH3:8])[cH:9][cH:10]1)[N:11]1[c:12]2[c:13]([cH:26][cH:27][cH:28][cH:29]2)[CH:14]=[C:15]([NH:18][C:19]([O:20][C:21]([CH3:22])([CH3:23])[CH3:24])=[O:25])[CH2:16][CH2:17]1>>[S:1](=[O:2])(=[O:3])([c:4]1[cH:5][cH:6][c:7]([CH3:8])[cH:9][cH:10]1)[N:11]1[c:12]2[c:13]([cH:26][cH:27][cH:28][cH:29]2)[CH2:14][CH:15]([NH:18][C:19]([O:20][C:21]([CH3:22])([CH3:23])[CH3:24])=[O:25])[CH2:16][CH2:17]1. Starting materials: C(C)OC(C1=C(C(=NC=C1)C)Cl)=O (3-chloro-2-methylisonicotinic acid ethyl ester), CON=C1COC2=CN=C(C=C21)Cl (5-chlorofuro[2,3-c]pyridin-3(2H)-one O-methyl oxime). Product: CON=C1COC2=CN=C(C=C21)C (5-methylfuro[2,3-c]pyridin-3(2H)-one O-methyl oxime). Reaction SMILES: [CH2:1](OC(=O)C1C=CN=C(C)C=1Cl)C.[CH3:14][O:15][N:16]=[C:17]1[C:25]2[C:20](=[CH:21][N:22]=[C:23](Cl)[CH:24]=2)[O:19][CH2:18]1>>[CH3:14][O:15][N:16]=[C:17]1[C:25]2[C:20](=[CH:21][N:22]=[C:23]([CH3:1])[CH:24]=2)[O:19][CH2:18]1. Procedure details: This compound was prepared using a method analogous to that of 3-chloro-2-methylisonicotinic acid ethyl ester (A.2.5.2), 5-chlorofuro[2,3-c]pyridin-3(2H)-one O-methyl oxime replacing 2,3-dichloroisonicotinic acid ethyl ester. Purification by prep HPLC, xbridge very polar method acidic gives the desired product as brown solid;